This data is from the Open Reaction Database (ORD), a public repository of structured organic reaction records. The task is: describe an organic reaction: reactants, conditions, products, and yield Product: Nc1ncnc2c1cnn2C1CCN(Cc2ccc(-c3nc4cc[nH]c(=O)c4cc3-c3ccccc3)cc2)CC1. As a reaction SMILES: [C:49](=[O:50])([OH:51])[O-:52].[CH3:1][O:2][c:3]1[c:4]2[cH:5][c:6](-[c:36]3[cH:37][cH:38][cH:39][cH:40][cH:41]3)[c:7](-[c:13]3[cH:14][cH:15][c:16]([CH2:17][N:18]4[CH2:19][CH2:20][CH:21]([n:24]5[n:25][cH:26][c:27]6[c:28]5[n:29][cH:30][n:31][c:32]6[NH2:33])[CH2:22][CH2:23]4)[cH:34][cH:35]3)[n:8][c:9]2[cH:10][cH:11][n:12]1.[ClH:42].[Na+:53].[OH2:54].[n:43]1[cH:44][cH:45][cH:46][cH:47][cH:48]1>>[O:2]=[c:3]1[c:4]2[cH:5][c:6](-[c:36]3[cH:37][cH:38][cH:39][cH:40][cH:41]3)[c:7](-[c:13]3[cH:14][cH:15][c:16]([CH2:17][N:18]4[CH2:19][CH2:20][CH:21]([n:24]5[n:25][cH:26][c:27]6[c:28]5[n:29][cH:30][n:31][c:32]6[NH2:33])[CH2:22][CH2:23]4)[cH:34][cH:35]3)[n:8][c:9]2[cH:10][cH:11][nH:12]1. Reactants: O=C([O-])O, COc1nccc2nc(-c3ccc(CN4CCC(n5ncc6c(N)ncnc65)CC4)cc3)c(-c3ccccc3)cc12, Cl, [Na+], O, c1ccncc1.